Dataset: the Open Reaction Database (ORD), a public repository of structured organic reaction records. Task: describe an organic reaction: reactants, conditions, products, and yield Reactants: C(C1=CC=CC=C1)OC(CN1C([C@H](CNC2=C1C=CC=C2)NC(=O)OC(C)(C)C)=O)=O ((3S)-2-Oxo-3-tert-butoxycarbonylamino-2,3,4,5-tetrahydro-1H-1,5-benzodiazepine-1-acetic acid benzyl ester), ClC(=O)OC (methyl chloroformate). The solvent is C1CCOC1 (THF), C(=O)(O)[O-].[Na+] (NaHCO3), C1CCOC1 (THF). Run at time 45 minute. The product is C(C1=CC=CC=C1)OC(CN1C([C@H](CN(C2=C1C=CC=C2)C(=O)OC)NC(C2=CC=CC=C2)=O)=O)=O ((3S)-2-Oxo-3-benzoylamino-5-methoxycarbonyl-2,3,4,5-tetrahydro-1H-1,5-benzo diazepine-1-acetic acid benzyl ester). Yield: 201.3%. RXN SMILES: [CH2:1]([O:8][C:9](=[O:31])[CH2:10][N:11]1[C:17]2[CH:18]=[CH:19][CH:20]=[CH:21][C:16]=2[NH:15][CH2:14][C@H:13]([NH:22][C:23]([O:25]C(C)(C)C)=O)[C:12]1=[O:30])[C:2]1[CH:7]=[CH:6][CH:5]=[CH:4][CH:3]=1.Cl[C:33]([O:35][CH3:36])=[O:34]>C1COCC1.C([O-])(O)=O.[Na+]>[CH2:1]([O:8][C:9](=[O:31])[CH2:10][N:11]1[C:17]2[CH:18]=[CH:19][CH:20]=[CH:21][C:16]=2[N:15]([C:33]([O:35][CH3:36])=[O:34])[CH2:14][C@H:13]([NH:22][C:23](=[O:25])[C:2]2[CH:7]=[CH:6][CH:5]=[CH:4][CH:3]=2)[C:12]1=[O:30])[C:2]1[CH:3]=[CH:4][CH:5]=[CH:6][CH:7]=1 |f:3.4|. Procedure details: A vigorously-stirred, 0° C. solution of (3S)-2-oxo-3-(benzoylamino)-2,3,4,5-tetrahydro-1H-1,5-benzodiazepine-1-acetic acid benzyl ester (600b) (461 mg, 1.07 mmol) in THF (5 ml) and sat. aq. NaHCO3 (2.5 ml) was treated with a THF solution (0.35 ml) of methyl chloroformate (151 mg, 1.6 mmol) and the reaction was stirred for 45 min at RT. The reaction was poured onto CH2Cl2 and washed with H2O, dried over Na2SO4 and concentrated in vacuo. Chromatography (flash, SiO2, 0% to 10% MeOH/CH2Cl2) gave 525... The reactants are ClC=1C=C(C(=O)OC)C=C(N1)C1=C(C=C(C=C1)C)F (methyl 2-chloro-6-(2-fluoro-4-methylphenyl)isonicotinate), N1CCOCC1 (morpholine), C1(CCCCC1)P(C1=C(C=CC=C1)C1=C(C=C(C=C1C(C)C)C(C)C)C(C)C)C1CCCCC1 (2-dicyclohexylphosphino-2′,4′,6′-triisopropylbiphenyl), C([O-])([O-])=O.[Cs+].[Cs+] (cesium carbonate). Reagents/catalysts: C=1C=CC(=CC1)/C=C/C(=O)/C=C/C2=CC=CC=C2.C=1C=CC(=CC1)/C=C/C(=O)/C=C/C2=CC=CC=C2.C=1C=CC(=CC1)/C=C/C(=O)/C=C/C2=CC=CC=C2.[Pd].[Pd] (tris(dibenzylideneacetone)dipalladium(0)). Run in CC(=O)N(C)C (DMA). Run at temperature 80 celsius, time 18 hour. The product is FC1=C(C=CC(=C1)C)C=1C=C(C(=O)OC)C=C(N1)N1CCOCC1 (Methyl 2-(2-fluoro-4-methylphenyl)-6-morpholin-4-ylisonicotinate). As a reaction SMILES: Cl[C:2]1[CH:3]=[C:4]([CH:9]=[C:10]([C:12]2[CH:17]=[CH:16][C:15]([CH3:18])=[CH:14][C:13]=2[F:19])[N:11]=1)[C:5]([O:7][CH3:8])=[O:6].[NH:20]1[CH2:25][CH2:24][O:23][CH2:22][CH2:21]1.C1(P(C2CCCCC2)C2C=CC=CC=2C2C(C(C)C)=CC(C(C)C)=CC=2C(C)C)CCCCC1.C(=O)([O-])[O-].[Cs+].[Cs+]>CC(N(C)C)=O.C1C=CC(/C=C/C(/C=C/C2C=CC=CC=2)=O)=CC=1.C1C=CC(/C=C/C(/C=C/C2C=CC=CC=2)=O)=CC=1.C1C=CC(/C=C/C(/C=C/C2C=CC=CC=2)=O)=CC=1.[Pd].[Pd]>[F:19][C:13]1[CH:14]=[C:15]([CH3:18])[CH:16]=[CH:17][C:12]=1[C:10]1[CH:9]=[C:4]([CH:3]=[C:2]([N:20]2[CH2:25][CH2:24][O:23][CH2:22][CH2:21]2)[N:11]=1)[C:5]([O:7][CH3:8])=[O:6] |f:3.4.5,7.8.9.10.11|. Procedure: To a solution of methyl 2-chloro-6-(2-fluoro-4-methylphenyl)isonicotinate (0.26 g, 0.94 mmol) in DMA (4 mL) were added morpholine (0.10 mL, 1.17 mmol), tris(dibenzylideneacetone)dipalladium(0) (21.4 mg, 0.02 mmol), 2-dicyclohexylphosphino-2′,4′,6′-triisopropylbiphenyl (33.5 mg, 0.07 mmol) and cesium carbonate (0.46 g, 1.41 mmol). The mixture was heated to 80° C. After 18 h, the mixture was filtered. The filtered cake was washed with methanol. The filtrate was concentrated to remove methanol. The... Starting materials: C[SiH](C1=CC=C(C(=O)Cl)C=C1)C (p-dimethylsilylbenzoyl chloride), COC1=CC=C(C=C1)O (p-methoxyphenol). Run in C1(=CC=CC=C1)C (toluene). Yields the product C[SiH](C1=CC=C(C(=O)OC2=CC=C(C=C2)OC)C=C1)C (p-methoxyphenyl 4-dimethylsilylbenzoate). As a reaction SMILES: [CH3:1][SiH:2]([CH3:12])[C:3]1[CH:11]=[CH:10][C:6]([C:7](Cl)=[O:8])=[CH:5][CH:4]=1.[CH3:13][O:14][C:15]1[CH:20]=[CH:19][C:18]([OH:21])=[CH:17][CH:16]=1>C1(C)C=CC=CC=1>[CH3:1][SiH:2]([CH3:12])[C:3]1[CH:11]=[CH:10][C:6]([C:7]([O:21][C:18]2[CH:19]=[CH:20][C:15]([O:14][CH3:13])=[CH:16][CH:17]=2)=[O:8])=[CH:5][CH:4]=1. Procedure details: A solution of 19.9 g (0.100 mol) of p-dimethylsilylbenzoyl chloride and 12.4 g (0.100 mol) of a p-methoxyphenol in 40 ml of dry toluene was boiled for 15 hours. The completeness of the reaction was checked by thin-layer chromatography. After the solvent had been stripped off in vacuo on a rotary evaporator, the crude product was recrystallized from n-hexane, to give p-methoxyphenyl 4-dimethylsilylbenzoate, melting point 67° C. The reactants are Cl (hydrochloric acid), [OH-].[Na+] (sodium hydroxide), CC(CC(C)=O)=O (2,4-pentanedione), FC(C=1C=C(N)C=CC1)(F)F (m-trifluoromethylaniline), N(=O)[O-].[Na+] (sodium nitrite). The solvent is O (water), O (water), O (water). The product is FC(C1=CC(=CC=C1)NN=C(C(C)=O)C(C)=O)(F)F (2,3,4-Pentanetrione 3-[(α,α,α-trifluoro-m-tolyl)hydrazone]). Yield: 92.0%. As a reaction SMILES: Cl.[F:2][C:3]([F:12])([F:11])[C:4]1[CH:5]=[C:6]([CH:8]=[CH:9][CH:10]=1)[NH2:7].[N:13]([O-])=O.[Na+].[CH3:17][C:18](=[O:23])[CH2:19][C:20](=[O:22])[CH3:21].[OH-].[Na+]>O>[F:2][C:3]([F:11])([F:12])[C:4]1[CH:10]=[CH:9][CH:8]=[C:6]([NH:7][N:13]=[C:19]([C:18](=[O:23])[CH3:17])[C:20](=[O:22])[CH3:21])[CH:5]=1 |f:2.3,5.6|. Reported procedure: To a cold (0° C.) solution of 80 ml. of concentrated hydrochloric acid and 300 ml. of water, there is added a solution of 49.2 g. (0.305 mole) of m-trifluoromethylaniline and then a solution of 22.1 g. (0.32 mole) of sodium nitrite in 100 ml. of water. The resulting benzenediazonium chloride solution is filtered to remove a small amount of insoluble material. To this solution is added 100 g. of sodium acetate followed by a solution of 30.5 g. (0.305 mole) of 2,4-pentanedione and 12.2 g. (0.305 m...